This data is from the Open Reaction Database (ORD), a public repository of structured organic reaction records. The task is: describe an organic reaction: reactants, conditions, products, and yield The reactants are CN(C)CC(=O)O, COc1cc(OCC2CCCN2)c2c(Nc3ccc(F)c(Cl)c3)ncnc2c1. The product is COc1cc(OCC2CCCN2C(=O)CN(C)C)c2c(Nc3ccc(F)c(Cl)c3)ncnc2c1. Reaction SMILES: [CH3:29][N:30]([CH3:31])[CH2:32][C:33]([OH:34])=[O:35].[Cl:1][c:2]1[cH:3][c:4]([NH:9][c:10]2[n:11][cH:12][n:13][c:14]3[cH:15][c:16]([O:27][CH3:28])[cH:17][c:18]([O:20][CH2:21][CH:22]4[NH:23][CH2:24][CH2:25][CH2:26]4)[c:19]23)[cH:5][cH:6][c:7]1[F:8]>>[Cl:1][c:2]1[cH:3][c:4]([NH:9][c:10]2[n:11][cH:12][n:13][c:14]3[cH:15][c:16]([O:27][CH3:28])[cH:17][c:18]([O:20][CH2:21][CH:22]4[N:23]([C:33]([CH2:32][N:30]([CH3:29])[CH3:31])=[O:34])[CH2:24][CH2:25][CH2:26]4)[c:19]23)[cH:5][cH:6][c:7]1[F:8].